Dataset: the Open Reaction Database (ORD), a public repository of structured organic reaction records. Task: describe an organic reaction: reactants, conditions, products, and yield Starting materials: CC1=CC=C(C(=O)NC(CC(=O)OCC)C(=O)C=2OC=CC2)C=C1 (ethyl 3-(4-methylbenzoylamino)-3-(2-furylcarbonyl)propionate), P(=O)(Cl)(Cl)Cl (phosphorus oxychloride). The solvent is C(Cl)(Cl)Cl (chloroform). The product is CC1=CC=C(C=C1)C=1OC(=C(N1)CC(=O)OCC)C=1OC=CC1 (ethyl 2-[2-(4-methylphenyl)-5-(2-furyl)-4-oxazolyl]acetate). Isolated yield 42.3%. RXN SMILES: [CH3:1][C:2]1[CH:24]=[CH:23][C:5]([C:6]([NH:8][CH:9]([C:16]([C:18]2[O:19][CH:20]=[CH:21][CH:22]=2)=[O:17])[CH2:10][C:11]([O:13][CH2:14][CH3:15])=[O:12])=O)=[CH:4][CH:3]=1.P(Cl)(Cl)(Cl)=O>C(Cl)(Cl)Cl>[CH3:1][C:2]1[CH:24]=[CH:23][C:5]([C:6]2[O:17][C:16]([C:18]3[O:19][CH:20]=[CH:21][CH:22]=3)=[C:9]([CH2:10][C:11]([O:13][CH2:14][CH3:15])=[O:12])[N:8]=2)=[CH:4][CH:3]=1. Procedure details: 10 g of ethyl 3-(4-methylbenzoylamino)-3-(2-furylcarbonyl)propionate, 40 ml of chloroform and 23.3 g of phosphorus oxychloride are treated in the same manner as described in Example 1. 4.0 g of ethyl 2-[2-(4-methylphenyl)-5-(2-furyl)-4-oxazolyl]acetate are thereby obtained. Yield: 42.3% The reactants are CC#N, OCCCCCCCCCCO, CCO, CC1OC(O)(Cl)C(OCc2ccccc2)C(OCc2ccccc2)C1OCc1ccccc1, O=S(=O)(O)O, Cc1ccccc1. Product: CC1OC(OCCCCCCCCCCO)C(OCc2ccccc2)C(OCc2ccccc2)C1OCc1ccccc1. RXN SMILES: [C:58](#[N:59])[CH3:60].[CH2:1]([CH2:2][CH2:3][CH2:4][CH2:5][CH2:6][CH2:7][CH2:8][CH2:9][CH2:10][OH:11])[OH:12].[CH3:61][CH2:62][OH:63].[Cl:13][C:14]1([OH:15])[CH:16]([O:17][CH2:18][c:19]2[cH:20][cH:21][cH:22][cH:23][cH:24]2)[CH:25]([O:26][CH2:27][c:28]2[cH:29][cH:30][cH:31][cH:32][cH:33]2)[CH:34]([O:35][CH2:36][c:37]2[cH:38][cH:39][cH:40][cH:41][cH:42]2)[CH:43]([CH3:45])[O:44]1.[S:46](=[O:47])(=[O:48])([OH:49])[OH:50].[c:51]1([CH3:52])[cH:53][cH:54][cH:55][cH:56][cH:57]1>>[CH2:1]([CH2:2][CH2:3][CH2:4][CH2:5][CH2:6][CH2:7][CH2:8][CH2:9][CH2:10][OH:11])[O:12][CH:14]1[CH:16]([O:17][CH2:18][c:19]2[cH:20][cH:21][cH:22][cH:23][cH:24]2)[CH:25]([O:26][CH2:27][c:28]2[cH:29][cH:30][cH:31][cH:32][cH:33]2)[CH:34]([O:35][CH2:36][c:37]2[cH:38][cH:39][cH:40][cH:41][cH:42]2)[CH:43]([CH3:45])[O:44]1.